Dataset: the Open Reaction Database (ORD), a public repository of structured organic reaction records. Task: describe an organic reaction: reactants, conditions, products, and yield Reactants: FC1=C(C(=CC=C1S(=O)(=O)C)F)C(=O)N1CCN(CC1)C1=C(C=C(C=C1)S(=O)(=O)C)F ((2,6-difluoro-3-methanesulfonyl-phenyl)-[4-(2-fluoro-4-methanesulfonyl-phenyl)-piperazin-1-yl]-methanone), C(C)(C)[O-].[Na+] (sodium isopropanolate), O (water). Conditions: temperature 50 celsius, time 48 hour. The product is FC1=C(C(=CC=C1S(=O)(=O)C)OC(C)C)C(=O)N1CCN(CC1)C1=C(C=C(C=C1)S(=O)(=O)C)F ((2-Fluoro-6-isopropoxy-3-methanesulfonyl-phenyl)-[4-(2-fluoro-4-methanesulfonyl-phenyl)-piperazin-1-yl]-methanone). Reaction SMILES: [F:1][C:2]1[C:7]([S:8]([CH3:11])(=[O:10])=O)=[CH:6][CH:5]=[C:4](F)[C:3]=1[C:13]([N:15]1[CH2:20][CH2:19][N:18]([C:21]2[CH:26]=[CH:25][C:24]([S:27]([CH3:30])(=[O:29])=[O:28])=[CH:23][C:22]=2[F:31])[CH2:17][CH2:16]1)=[O:14].[CH:32]([O-:35])([CH3:34])[CH3:33].[Na+].[OH2:37]>>[F:1][C:2]1[C:7]([S:8]([CH3:11])(=[O:10])=[O:37])=[CH:6][CH:5]=[C:4]([O:35][CH:32]([CH3:34])[CH3:33])[C:3]=1[C:13]([N:15]1[CH2:16][CH2:17][N:18]([C:21]2[CH:26]=[CH:25][C:24]([S:27]([CH3:30])(=[O:29])=[O:28])=[CH:23][C:22]=2[F:31])[CH2:19][CH2:20]1)=[O:14] |f:1.2|. Reported procedure: 0.2 mmol of (2,6-difluoro-3-methanesulfonyl-phenyl)-[4-(2-fluoro-4-methanesulfonyl-phenyl)-piperazin-1-yl]-methanone were dissolved in a solution of sodium isopropanolate (prepared by dissolving 0.2 mmol of sodium in 1 ml of isopropanol). The reaction mixture was heated to 50° C. for 2 hours, then stirred at room temperature for 48 hours. The solution was diluted with water and extracted with ethyl acetate. The product was purified by chromatography (SiO2, ethyl acetate/cyclohexane 9:1) to yield...